The task is: describe an organic reaction: reactants, conditions, products, and yield. This data is from the Open Reaction Database (ORD), a public repository of structured organic reaction records. The solvent is CN(C=O)C (N,N-dimethylformamide). Isolated yield 133.9%. Reaction SMILES: [NH:1]1[CH2:6][CH2:5][CH:4]([NH:7][C:8](=[O:14])OC(C)(C)C)[CH2:3][CH2:2]1.Cl[CH2:16]/[CH:17]=[CH:18]\[CH2:19][CH:20]([C:27]1[CH:32]=[CH:31][CH:30]=[CH:29][CH:28]=1)[C:21]1[CH:26]=[CH:25][CH:24]=[CH:23][CH:22]=1.[C:33](=[O:36])([O-])[O-].[K+].[K+]>CN(C)C=O>[C:21]1([CH:20]([C:27]2[CH:32]=[CH:31][CH:30]=[CH:29][CH:28]=2)[CH2:19]/[CH:18]=[CH:17]\[CH2:16][N:1]2[CH2:2][CH2:3][CH:4]([NH:7][C:8](=[O:14])[C:21]3[CH:26]=[CH:25][CH:24]=[CH:23][C:22]=3[O:36][C:33]3[CH:20]=[CH:19][CH:18]=[CH:17][CH:16]=3)[CH2:5][CH2:6]2)[CH:26]=[CH:25][CH:24]=[CH:23][CH:22]=1 |f:2.3.4|. The reactants are N1CCC(CC1)NC(OC(C)(C)C)=O (4-piperidinylcarbamic acid, 1,1-dimethylethyl ester), ClC\C=C/CC(C1=CC=CC=C1)C1=CC=CC=C1 ((Z)-1-chloro-5,5-diphenyl-2-pentene), C([O-])([O-])=O.[K+].[K+] (potassium carbonate). Conditions: temperature 60 celsius. Reported procedure: A stirred suspension of 1.16 g (5.78 mmol) of 4-piperidinylcarbamic acid, 1,1-dimethylethyl ester (Example 1 Part B), 1.35 g (5.26 mmol) of (Z)-1-chloro-5,5-diphenyl-2-pentene, and 799 mg (5.78 mmol) of potassium carbonate in 15 mL of N,N-dimethylformamide was heated to 60° C. for eighteen hours, cooled, filtered and concentrated to a dark oil which was chromatographed on silica gel (150 g) eluted with 95:5 methylene chloride/methanol to provide 1.82 g (82%) of title compound, as an off-white so... Yields the product C1(=CC=CC=C1)C(C\C=C/CN1CCC(CC1)NC(C1=C(C=CC=C1)OC1=CC=CC=C1)=O)C1=CC=CC=C1 ((Z)-N-[1-(5,5-Diphenyl-2-pentenyl)-4-piperidinyl]-2-phenoxybenz-amide). Starting materials: COC(CN=C(SC)SC)=O (N-[bis(methylthio)methylene] glycine methyl ester), FC1=CC=C(C(=O)Cl)C=C1 (4-fluorobenzoyl chloride), CC(C)([O-])C.[K+] (potassium tert-butoxide). Solvent: O1CCCC1 (tetrahydrofuran), O (water), O1CCCC1 (tetrahydrofuran), O1CCCC1 (tetrahydrofuran). Run at time 45 minute. Yields the product COC(=O)C=1N=C(OC1C1=CC=C(C=C1)F)SC (5-(4-Fluorophenyl)-2-Methylsulfanyl-Oxazole-4-Carboxylic Acid Methyl Ester). The yield is 16.4%. As a reaction SMILES: CC(C)([O-])C.[K+].[CH3:7][O:8][C:9](=[O:17])[CH2:10][N:11]=[C:12](SC)[S:13][CH3:14].[F:18][C:19]1[CH:27]=[CH:26][C:22]([C:23](Cl)=[O:24])=[CH:21][CH:20]=1>O1CCCC1.O>[CH3:7][O:8][C:9]([C:10]1[N:11]=[C:12]([S:13][CH3:14])[O:24][C:23]=1[C:22]1[CH:26]=[CH:27][C:19]([F:18])=[CH:20][CH:21]=1)=[O:17] |f:0.1|. Reported procedure: A suspension of potassium tert-butoxide (1.18 g; 10.52 mmol) in dry tetrahydrofuran (20 ml), cooled at -78 C., under argon, is treated with a solution of N-[bis(methylthio)methylene] glycine methyl ester (1.02 g; 5.26 mmol) in dry tetrahydrofuran (7 ml). After stirring for 45 minutes, it is added a solution of 4-fluorobenzoyl chloride (0.75 g; 6.31 mmol) in tetrahydrofuran (7 ml). After stirring at -78 C. for 20 minutes, it is brought to room temperature and stirred an additional 16 hours. The r... Starting materials: COC(=O)c1scc(Br)c1OS(=O)(=O)C(F)(F)F, CB(O)O, [K+], [K+], O=C([O-])[O-], C1COCCO1, O. Product: COC(=O)c1scc(Br)c1C. RXN SMILES: [Br:1][c:2]1[c:3]([O:11][S:12]([C:13]([F:14])([F:15])[F:16])(=[O:17])=[O:18])[c:4]([C:7](=[O:8])[O:9][CH3:10])[s:5][cH:6]1.[CH3:25][B:26]([OH:27])[OH:28].[K+:19].[K+:20].[O-:21][C:22]([O-:23])=[O:24].[O:29]1[CH2:30][CH2:31][O:32][CH2:33][CH2:34]1.[OH2:35]>>[Br:1][c:2]1[c:3]([CH3:22])[c:4]([C:7](=[O:8])[O:9][CH3:10])[s:5][cH:6]1. Starting materials: I(=O)(=O)(=O)[O-].[Na+] (sodium periodate), CO (methanol), ice, O (water), P(OCC)(OCC)(SCSC(C)(C)C)=O (O,O-diethyl S-(tert-butylthio)methyl phosphorothioate). The solvent is C(Cl)Cl (methylene chloride). Product: P(OCC)(OCC)(SCS(=O)C(C)(C)C)=O (O,O-diethyl S-(tert-butylsulfinyl)methyl Phosphorothioate). Reaction SMILES: I([O-])(=O)(=O)=O.[Na+].[OH2:7].[P:8](=[O:22])([S:15][CH2:16][S:17][C:18]([CH3:21])([CH3:20])[CH3:19])([O:12][CH2:13][CH3:14])[O:9][CH2:10][CH3:11].CO>C(Cl)Cl>[P:8](=[O:22])([S:15][CH2:16][S:17]([C:18]([CH3:20])([CH3:19])[CH3:21])=[O:7])([O:12][CH2:13][CH3:14])[O:9][CH2:10][CH3:11] |f:0.1|. Procedure details: To a suspension of sodium periodate (11.8 grams, 0.055 mole, 10% excess) in 115 ml. of water, cooled to 0° to 5°C., is added O,O-diethyl S-(tert-butylthio)methyl phosphorothioate (13.6 grams, 0.050 mole) and 5.0 ml. of methanol. The reaction mixture, in an ice bath contained in an insulated bucket, is stirred overnight, during which time the ice melts and the mixture attains room temperature. Fifty ml. of methylene chloride is stirred into the mixture and the solids are filtered and washed with ... The reactants are C, CO, C=Cc1cncc2cccc(NC3CCN(C(=O)OC(C)(C)C)CC3)c12, [Pd]. The product is CCc1cncc2cccc(NC3CCN(C(=O)OC(C)(C)C)CC3)c12. As a reaction SMILES: [C:29].[CH3:27][OH:28].[CH:1](=[CH2:2])[c:3]1[cH:4][n:5][cH:6][c:7]2[cH:8][cH:9][cH:10][c:11]([NH:13][CH:14]3[CH2:15][CH2:16][N:17]([C:20](=[O:21])[O:22][C:23]([CH3:24])([CH3:25])[CH3:26])[CH2:18][CH2:19]3)[c:12]12.[Pd:30]>>[CH2:1]([CH3:2])[c:3]1[cH:4][n:5][cH:6][c:7]2[cH:8][cH:9][cH:10][c:11]([NH:13][CH:14]3[CH2:15][CH2:16][N:17]([C:20](=[O:21])[O:22][C:23]([CH3:24])([CH3:25])[CH3:26])[CH2:18][CH2:19]3)[c:12]12. Starting materials: CCOC(C)=O, CO, Cl, [Na+], O=C([O-])O, CON=C(C(=O)NCCc1ccccc1)c1csc(N=CN(C)C)n1. Yields the product CON=C(C(=O)NCCc1ccccc1)c1csc(N)n1. RXN SMILES: [CH3:32][CH2:33][O:34][C:35](=[O:36])[CH3:37].[CH3:38][OH:39].[ClH:26].[Na+:27].[OH:28][C:29](=[O:30])[O-:31].[c:1]1([CH2:7][CH2:8][NH:9][C:10]([C:11](=[N:12][O:13][CH3:14])[c:15]2[n:16][c:17]([N:20]=[CH:21][N:22]([CH3:23])[CH3:24])[s:18][cH:19]2)=[O:25])[cH:2][cH:3][cH:4][cH:5][cH:6]1>>[c:1]1([CH2:7][CH2:8][NH:9][C:10]([C:11](=[N:12][O:13][CH3:14])[c:15]2[n:16][c:17]([NH2:20])[s:18][cH:19]2)=[O:25])[cH:2][cH:3][cH:4][cH:5][cH:6]1.